From a dataset of the Open Reaction Database (ORD), a public repository of structured organic reaction records. describe an organic reaction: reactants, conditions, products, and yield The reactants are Cl.NO (hydroxylamine hydrochloride), CC1=C(C#N)C=CC(=C1)C (2,4-dimethyl benzonitrile), Cl.NO (hydroxylamine hydrochloride), C([O-])([O-])=O.[K+].[K+] (potassium carbonate), C([O-])([O-])=O.[K+].[K+] (potassium carbonate). Solvent: C(C)O (ethanol), O (water). Run at time 5 hour. The product is ClC1=NC(=NO1)C1=C(C=C(C=C1)C)C (5-chloro 3-(2,4-dimethylphenyl) 1,2,4-oxadiazole). As a reaction SMILES: [CH3:1][C:2]1[CH:9]=[C:8]([CH3:10])[CH:7]=[CH:6][C:3]=1[C:4]#[N:5].[ClH:11].[NH2:12]O.[C:14](=[O:17])([O-])[O-].[K+].[K+]>C(O)C.O>[Cl:11][C:14]1[O:17][N:12]=[C:4]([C:3]2[CH:6]=[CH:7][C:8]([CH3:10])=[CH:9][C:2]=2[CH3:1])[N:5]=1 |f:1.2,3.4.5|. Procedure details: 25 S of 2,4-dimethyl benzonitrile, 14.6 g of hydroxylamine hydrochloride, 29 g of potassium carbonate in 150 ml of ethanol and 35 ml of water are refluxed for 16 hours. Then 7.3 g of hydroxylamine hydrochloride are added followed by 14.5 g of potassium carbonate and reflux is continued for 5 hours, The reactants are [Al+3], O=C1CCC(Cc2ccc(Cl)cc2)N1, [H-], [H-], [H-], [H-], [Li+], [Na+], C1CCOC1, [OH-], O. The product is Clc1ccc(CC2CCCN2)cc1. As a reaction SMILES: [Al+3:16].[Cl:1][c:2]1[cH:3][cH:4][c:5]([CH2:6][CH:7]2[CH2:8][CH2:9][C:10](=[O:12])[NH:11]2)[cH:13][cH:14]1.[H-:15].[H-:18].[H-:19].[H-:20].[Li+:17].[Na+:23].[O:24]1[CH2:25][CH2:26][CH2:27][CH2:28]1.[OH-:22].[OH2:21]>>[Cl:1][c:2]1[cH:3][cH:4][c:5]([CH2:6][CH:7]2[CH2:8][CH2:9][CH2:10][NH:11]2)[cH:13][cH:14]1. Starting materials: ClCC1=CC=C(C(=O)O)C=C1 (4-(chloromethyl)benzoic acid), compound 13a, C(C)(C)O (isopropanol). Product: ClCC1=CC=C(C(=O)OC(C)C)C=C1 (Isopropyl 4-(chloromethyl)benzoate). As a reaction SMILES: [Cl:1][CH2:2][C:3]1[CH:11]=[CH:10][C:6]([C:7]([OH:9])=[O:8])=[CH:5][CH:4]=1.[CH:12](O)([CH3:14])[CH3:13]>>[Cl:1][CH2:2][C:3]1[CH:11]=[CH:10][C:6]([C:7]([O:9][CH:12]([CH3:14])[CH3:13])=[O:8])=[CH:5][CH:4]=1. Reported procedure: Isopropyl 4-(chloromethyl)benzoate 13d was prepared by reacting 4-(chloromethyl)benzoic acid 24 with isopropanol according to the procedure described for the compound 13a in Example 16 (scheme 7). The benzoate 13d was isolated as colorless oil in 89% yield (1.90 g). 1H NMR (400 MHz, CDCl3): δ 1.35 (6H, m); 4.59 (2H, s); 5.25 (2H, m); 7.42 (1H, m); 7.44 (1H, broad s); 8.00 (1H, broad s); 8.02 (1H, s).